From a dataset of the Open Reaction Database (ORD), a public repository of structured organic reaction records. describe an organic reaction: reactants, conditions, products, and yield Reactants: ClC1=CC(=C(C=C1CO)N1C(C2=C(C1=O)CCCC2)=O)F (N-(4-chloro-2-fluoro-5-hydroxymethylphenyl)-3,4,5,6-tetrahydrophthalimide), C(Br)(Br)(Br)Br (carbon tetrabromide), C1(=CC=CC=C1)P(C1=CC=CC=C1)C1=CC=CC=C1 (triphenylphosphine). Run in C(C)OCC (diethyl ether). Run at time 8 hour. Product: ClC1=CC(=C(C=C1CBr)N1C(C2=C(C1=O)CCCC2)=O)F (N-(4-chloro-2-fluoro-5-bromomethylphenyl)-3,4,5,6tetrahydrophthalimide). RXN SMILES: [Cl:1][C:2]1[C:7]([CH2:8]O)=[CH:6][C:5]([N:10]2[C:14](=[O:15])[C:13]3[CH2:16][CH2:17][CH2:18][CH2:19][C:12]=3[C:11]2=[O:20])=[C:4]([F:21])[CH:3]=1.C(Br)(Br)(Br)[Br:23].C1(P(C2C=CC=CC=2)C2C=CC=CC=2)C=CC=CC=1>C(OCC)C>[Cl:1][C:2]1[C:7]([CH2:8][Br:23])=[CH:6][C:5]([N:10]2[C:14](=[O:15])[C:13]3[CH2:16][CH2:17][CH2:18][CH2:19][C:12]=3[C:11]2=[O:20])=[C:4]([F:21])[CH:3]=1. Reported procedure: To a stirred solution of 3.0 g (0.0097 mole) of of N-(4-chloro-2-fluoro-5-hydroxymethylphenyl)-3,4,5,6-tetrahydrophthalimide, prepared by the method of Example 4, and 6.4 g (0.0194 mole) of carbon tetrabromide in 30 ml of diethyl ether was added portionwise 5.1 g (0.0194 mole) of triphenylphosphine. This mixture was stirred overnight and was then filtered to remove the solid which had formed, and the solvent was evaporated under reduced pressure. The residue was passed through a column of silica... Starting materials: [O-]CC.[Na+] (sodium ethoxide), [O-]CC.[Na+] (sodium ethoxide), C(=O)=O (carbon dioxide), Cl.ClCCN(CCCl)CCCC (N,N-bis(2-chloroethyl)butylamine hydrochloride), N (ammonia), N (ammonia), N (ammonia). Run in C(C)O (ethanol), C(C)O (ethanol), C(C)OCC (diethyl ether), C(C)O (ethanol), C(C)O (ethanol). Conditions: temperature 60 celsius. The product is C(CCC)N1CCNCC1 (Butylpiperazine). Reaction SMILES: [O-]CC.[Na+].[NH3:5].Cl.Cl[CH2:8][CH2:9][N:10]([CH2:14][CH2:15][CH2:16][CH3:17])[CH2:11][CH2:12]Cl.C(=O)=O>C(O)C.C(OCC)C>[CH2:14]([N:10]1[CH2:11][CH2:12][NH:5][CH2:8][CH2:9]1)[CH2:15][CH2:16][CH3:17] |f:0.1,3.4|. Reported procedure: A solution (447 cc.) of sodium ethoxide in ethanol of concentration 1.34 moles per liter, followed by a solution (1,305 cc.) of ammonia in ethanol of concentration 4.6 moles per liter, are added to a suspension of N,N-bis(2-chloroethyl)butylamine hydrochloride (140.7 g.) in ethanol (750 cc.). The reaction mixture is then heated at a temperature of about 60° C. for 1 hour, whilst keeping the ammonia refluxing by means of a condensor containing solid carbon dioxide. The ammonia is then allowed to ...